From a dataset of the Open Reaction Database (ORD), a public repository of structured organic reaction records. describe an organic reaction: reactants, conditions, products, and yield As a reaction SMILES: Br[C:2]1[CH:7]=[CH:6][C:5]([Cl:8])=[C:4]([O:9][CH3:10])[CH:3]=1.C1(P([C:34]2[CH:39]=[CH:38]C=CC=2)CCCP(C2C=CC=CC=2)C2C=CC=CC=2)C=CC=CC=1.C1([Mg]Br)CC1.Cl>O1CCCC1.Cl[Ni]Cl>[Cl:8][C:5]1[CH:6]=[CH:7][C:2]([CH:38]2[CH2:39][CH2:34]2)=[CH:3][C:4]=1[O:9][CH3:10]. The solvent is O1CCCC1 (tetrahydrofuran). The reagents and catalysts are Cl[Ni]Cl (dichloronickel (II)). Product: ClC1=C(C=C(C=C1)C1CC1)OC (1-chloro-4-cyclopropyl-2-methoxy-benzene), residue. The reactants are BrC1=CC(=C(C=C1)Cl)OC (4-bromo-1-chloro-2-methoxy-benzene), C1(=CC=CC=C1)P(CCCP(C1=CC=CC=C1)C1=CC=CC=C1)C1=CC=CC=C1 (1,3-bis (diphenylphosphino)-propane), C1(CC1)[Mg]Br (cyclopropylmagnesium bromide), Cl (hydrochloric acid). Procedure details: To a solution of 4-bromo-1-chloro-2-methoxy-benzene (1.45 g, 6.55 mmol) in dry tetrahydrofuran (10 ml), was added {1,3-bis (diphenylphosphino)-propane} dichloronickel (II) and cyclopropylmagnesium bromide (46 ml, 0.5 M in tetrahydrofuran, 23 mmols) at room temperature. The solution was stirred at room temperature for 2 hours, and then heated at 65° C. for 48 hours. Aqueous hydrochloric acid solution (1 N, 20 mL) was added, and the mixture was then cooled to room temperature and stirred for 30 mi... Reaction conditions: time 2 hour. Yield: 67.0%. Reactants: N=C=N (carbodiimide), C1(=CC=C(C=C1)S(=O)(=O)N[C@@H](C(C)C)C(=O)O)C (N-(p-toluenesulfonyl)valine), NC(C(C(CC1=CC=CC=C1)NC(=O)OC(C)(C)C)O)CC1=CC=CC=C1 (4-Amino-2 -(t-butyloxycarbonylamino)-1,5-diphenyl-3-hydroxypentane). Yields the product C(C)(C)(C)OC(=O)NC(CC1=CC=CC=C1)C(C(CC1=CC=CC=C1)NC([C@@H](NS(=O)(=O)C1=CC=C(C=C1)C)C(C)C)=O)O (2-(t-Butyloxycarbonylamino)-4-(N-((p-toluenesulfonyl)valinyl)amino)-1,5-diphenyl-3-hydroxypentane). Reaction SMILES: N=C=N.[C:4]1([CH3:21])[CH:9]=[CH:8][C:7]([S:10]([NH:13][C@H:14]([C:18]([OH:20])=O)[CH:15]([CH3:17])[CH3:16])(=[O:12])=[O:11])=[CH:6][CH:5]=1.[NH2:22][CH:23]([CH2:42][C:43]1[CH:48]=[CH:47][CH:46]=[CH:45][CH:44]=1)[CH:24]([OH:41])[CH:25]([NH:33][C:34]([O:36][C:37]([CH3:40])([CH3:39])[CH3:38])=[O:35])[CH2:26][C:27]1[CH:32]=[CH:31][CH:30]=[CH:29][CH:28]=1>>[C:37]([O:36][C:34]([NH:33][CH:25]([CH:24]([OH:41])[CH:23]([NH:22][C:18](=[O:20])[C@H:14]([CH:15]([CH3:16])[CH3:17])[NH:13][S:10]([C:7]1[CH:6]=[CH:5][C:4]([CH3:21])=[CH:9][CH:8]=1)(=[O:11])=[O:12])[CH2:42][C:43]1[CH:44]=[CH:45][CH:46]=[CH:47][CH:48]=1)[CH2:26][C:27]1[CH:28]=[CH:29][CH:30]=[CH:31][CH:32]=1)=[O:35])([CH3:40])([CH3:38])[CH3:39]. Procedure: According to the carbodiimide coupling procedure of Example 55, N-(p-toluenesulfonyl)valine was coupled to the resultant compound of Example 11 to give the desired compound. Starting materials: CC(C)(CNC(=O)OC(C)(C)C)C=O, CC1=CN=C(C=C1)N, [C-]#[N+]C1CCCCC1. Reagents/catalysts: O=C(O)C(F)(F)F (trifluoroacetic acid). The solvent is CC(C)O (isopropyl alcohol), CC(C)O (isopropylalcohol). Run at temperature 22 celsius, time 20 hour. Yields the product Cc1ccc2nc(c(NC3CCCCC3)n2c1)C(C)(C)CNC(=O)OC(C)(C)C. Isolated yield 100.0%. RXN SMILES: CC1=CC=C(N)N=C1.[C-]#[N+]C1CCCCC1.CC(C)(C)OC(=O)NCC(C)(C)C=O>>CC1=CN2C(C=C1)=NC(=C2NC1CCCCC1)C(C)(C)CNC(=O)OC(C)(C)C.